From a dataset of the Open Reaction Database (ORD), a public repository of structured organic reaction records. describe an organic reaction: reactants, conditions, products, and yield Yields the product C(C)C1=C(C(=CC(=C1)C)CC)C(C(=O)N(N=C(CS(=O)(=O)C)C)C)=O (1-[2-(2,6-diethyl-4-methylphenyl)-2-oxoacetyl]-1-methyl-2-(1-methylsulfonyl-2-propylidene)hydrazine). Procedure details: To a 100 ml volume four-necked flask, 1-methyl-2-(1-methylsulfonyl-2-propylidene)hydrazine (5-2-1) (2.51 g), toluene (anhydrous) (10 ml), acetonitrile (anhydrous) (4.0 ml), and triethylamine (4.0 ml) were added under a nitrogen atmosphere and cooled to about 1° C. To the mixture, 2-(2,6-diethyl-4-methylphenyl)-2-oxoacetyl chloride (6-a) (3.44 g) dissolved in toluene1 (5 ml) was added dropwise over 1 hour, followed by the mixture was stirred at 0° C. for 1.5 hours. Water (30 ml) was added thereto... Reactants: C(C)C1=C(C(=CC(=C1)C)CC)C(C(=O)Cl)=O (2-(2,6-diethyl-4-methylphenyl)-2-oxoacetyl chloride), CNN=C(CS(=O)(=O)C)C (1-methyl-2-(1-methylsulfonyl-2-propylidene)hydrazine), C1(=CC=CC=C1)C (toluene), C(C)#N (acetonitrile). Reaction conditions: temperature 1 celsius, time 1.5 hour. Reaction SMILES: [CH3:1][NH:2][N:3]=[C:4]([CH3:10])[CH2:5][S:6]([CH3:9])(=[O:8])=[O:7].C1(C)C=CC=CC=1.C(#N)C.[CH2:21]([C:23]1[CH:28]=[C:27]([CH3:29])[CH:26]=[C:25]([CH2:30][CH3:31])[C:24]=1[C:32](=[O:36])[C:33](Cl)=[O:34])[CH3:22]>O.C(N(CC)CC)C>[CH2:21]([C:23]1[CH:28]=[C:27]([CH3:29])[CH:26]=[C:25]([CH2:30][CH3:31])[C:24]=1[C:32](=[O:36])[C:33]([N:2]([CH3:1])[N:3]=[C:4]([CH3:10])[CH2:5][S:6]([CH3:9])(=[O:8])=[O:7])=[O:34])[CH3:22]. The solvent is C(C)N(CC)CC (triethylamine), O (Water). Isolated yield 96.4%. The reactants are Cl (HCl), C(N)(=O)C=1C(=NN(C1)C1(CCN(CC1)C(=O)OC(C)(C)C)CC#N)NC1=CC=C(C=C1)CC(=O)OC (tert-butyl 4-(4-carbamoyl-3-{[4-(2-methoxy-2-oxoethyl)phenyl]amino}-1H-pyrazol-1-yl)-4-(cyanomethyl)piperidine-1-carboxylate), [Li+].[OH-] (LiOH). Solvent: O (water), C1CCOC1 (THF), O (water). Conditions: time 2 hour. Yields the product C(C)(C)(C)OC(=O)N1CCC(CC1)(CC#N)N1N=C(C(=C1)C(N)=O)NC1=CC=C(C=C1)CC(=O)O ([4-({1-[1-(tert-Butoxycarbonyl)-4-(cyanomethyl)piperidin-4-yl]-4-carbamoyl-1H-pyrazol-3-yl}amino)phenyl]acetic acid). RXN SMILES: [C:1]([C:4]1[C:5]([NH:25][C:26]2[CH:31]=[CH:30][C:29]([CH2:32][C:33]([O:35]C)=[O:34])=[CH:28][CH:27]=2)=[N:6][N:7]([C:9]2([CH2:22][C:23]#[N:24])[CH2:14][CH2:13][N:12]([C:15]([O:17][C:18]([CH3:21])([CH3:20])[CH3:19])=[O:16])[CH2:11][CH2:10]2)[CH:8]=1)(=[O:3])[NH2:2].[Li+].[OH-].Cl>C1COCC1.O>[C:18]([O:17][C:15]([N:12]1[CH2:13][CH2:14][C:9]([N:7]2[CH:8]=[C:4]([C:1](=[O:3])[NH2:2])[C:5]([NH:25][C:26]3[CH:27]=[CH:28][C:29]([CH2:32][C:33]([OH:35])=[O:34])=[CH:30][CH:31]=3)=[N:6]2)([CH2:22][C:23]#[N:24])[CH2:10][CH2:11]1)=[O:16])([CH3:21])([CH3:19])[CH3:20] |f:1.2|. Reported procedure: To a solution of tert-butyl 4-(4-carbamoyl-3-{[4-(2-methoxy-2-oxoethyl)phenyl]amino}-1H-pyrazol-1-yl)-4-(cyanomethyl)piperidine-1-carboxylate (Example 12-2) (0.10 g, 0.20 mmol) in THF (1.0 mL) was added a solution of LiOH (19 mg, 0.81 mmol) in water (0.8 mL). The mixture was stirred at ambient temperature for 2 hours. The mixture was then neutralized with 1N aqueous HCl to pH 3-4, diluted with water, and extracted with EtOAc. The organic layer was separated, washed with brine, dried over anhydro... Reactants: CC(=O)N1CCc2ccc(S(C)=O)cc2CC1, CSc1ccc2c(c1)CCN(C(C)=O)CC2, Cl. The product is Cl, CS(=O)c1ccc2c(c1)CCNCC2. RXN SMILES: [C:17](=[O:18])([CH3:19])[N:20]1[CH2:21][CH2:22][c:23]2[c:24]([cH:27][cH:28][c:29]([S:31](=[O:32])[CH3:33])[cH:30]2)[CH2:25][CH2:26]1.[C:1]([N:2]1[CH2:3][CH2:4][c:5]2[cH:6][cH:7][c:8]([S:9][CH3:10])[cH:11][c:12]2[CH2:13][CH2:14]1)(=[O:15])[CH3:16].[ClH:34]>>[ClH:34].[NH:20]1[CH2:21][CH2:22][c:23]2[c:24]([cH:27][cH:28][c:29]([S:31](=[O:32])[CH3:33])[cH:30]2)[CH2:25][CH2:26]1. Reactants: CN1CCC(N)CC1, CN1CCOCC1, CN(C)c1ccncc1, C=C(C)C1N(CC(=O)F)C(=O)CC(c2cccc(Cl)c2)C12C(=O)Nc1cc(Cl)ccc12, C1CCOC1. Product: C=C(C)C1N(CC(=O)NC2CCN(C)CC2)C(=O)CC(c2cccc(Cl)c2)C12C(=O)Nc1cc(Cl)ccc12. Reaction SMILES: [CH3:32][N:33]1[CH2:34][CH2:35][CH:36]([NH2:39])[CH2:37][CH2:38]1.[CH3:40][N:41]1[CH2:42][CH2:43][O:44][CH2:45][CH2:46]1.[CH3:47][N:48]([CH3:49])[c:50]1[cH:51][cH:52][n:53][cH:54][cH:55]1.[Cl:1][c:2]1[cH:3][cH:4][c:5]2[c:9]([cH:10]1)[NH:8][C:7](=[O:11])[C:6]21[CH:12]([C:29](=[CH2:30])[CH3:31])[N:13]([CH2:25][C:26](=[O:27])[F:28])[C:14](=[O:24])[CH2:15][CH:16]1[c:17]1[cH:18][c:19]([Cl:23])[cH:20][cH:21][cH:22]1.[O:56]1[CH2:57][CH2:58][CH2:59][CH2:60]1>>[Cl:1][c:2]1[cH:3][cH:4][c:5]2[c:9]([cH:10]1)[NH:8][C:7](=[O:11])[C:6]21[CH:12]([C:29](=[CH2:30])[CH3:31])[N:13]([CH2:25][C:26](=[O:27])[NH:39][CH:36]2[CH2:35][CH2:34][N:33]([CH3:32])[CH2:38][CH2:37]2)[C:14](=[O:24])[CH2:15][CH:16]1[c:17]1[cH:18][c:19]([Cl:23])[cH:20][cH:21][cH:22]1. The reactants are Clc1cccc(Cl)n1, O=[N+]([O-])O. Product: O=[N+]([O-])c1ccc(Cl)nc1Cl. As a reaction SMILES: [Cl:1][c:2]1[n:3][c:4]([Cl:8])[cH:5][cH:6][cH:7]1.[OH:9][N+:10]([O-:11])=[O:12]>>[Cl:1][c:2]1[n:3][c:4]([Cl:8])[cH:5][cH:6][c:7]1[N+:10](=[O:9])[O-:11]. The product is O=C(O)CCCCCCCCCN1C(=O)c2ccccc2C1=O. As a reaction SMILES: [CH2:1]([CH2:2][CH2:3][CH2:4][CH2:5][CH2:6][CH2:7][CH2:8][CH2:9][CH:10]=[CH2:11])[N:12]1[C:13](=[O:22])[c:14]2[cH:15][cH:16][cH:17][cH:18][c:19]2[C:20]1=[O:21].[CH3:34][C:35]([OH:36])=[O:37].[CH3:38][CH2:39][CH2:40][CH2:41][CH2:42][CH3:43].[K+:28].[Mn:23]([O-:24])(=[O:25])(=[O:26])=[O:27].[Na+:33].[OH2:44].[S:29](=[O:30])([OH:31])[O-:32]>>[CH2:1]([CH2:2][CH2:3][CH2:4][CH2:5][CH2:6][CH2:7][CH2:8][CH2:34][C:35]([OH:36])=[O:37])[N:12]1[C:13](=[O:22])[c:14]2[cH:15][cH:16][cH:17][cH:18][c:19]2[C:20]1=[O:21]. Reactants: C=CCCCCCCCCCN1C(=O)c2ccccc2C1=O, CC(=O)O, CCCCCC, [K+], O=[Mn](=O)(=O)[O-], [Na+], O, O=S([O-])O. Reactants: BrBr (bromine), FC(OC1=CC=C(C=C1)O)(F)F (4-trifluoromethoxyphenol), ClCCl (Dichloromethane), O (water). Solvent: C(Cl)(Cl)Cl (chloroform), C(Cl)(Cl)Cl (chloroform). Reaction conditions: temperature 0 celsius, time 2 hour. Product: BrC1=C(C=CC(=C1)OC(F)(F)F)O (2-Bromo-4-(trifluoromethoxy)phenol). RXN SMILES: [F:1][C:2]([F:12])([F:11])[O:3][C:4]1[CH:9]=[CH:8][C:7]([OH:10])=[CH:6][CH:5]=1.[Br:13]Br.ClCCl.O>C(Cl)(Cl)Cl>[Br:13][C:6]1[CH:5]=[C:4]([O:3][C:2]([F:11])([F:12])[F:1])[CH:9]=[CH:8][C:7]=1[OH:10]. Procedure details: To a cooled (0° C.) solution of 4-trifluoromethoxyphenol (35.6 g, 0.2 mol) in chloroform (280 ml) was added dropwise a solution of bromine (32 g, 0.2 mol) in chloroform (50 ml). The solution was stirred at 0° C. for 1 hour and at room temperature for 2 hours. Dichloromethane (200 ml) and water (400 ml) ware added and the organic phase was washed further with water (400 ml), brine (200 ml) and dried (MgSO4). The solvent was removed and the residue was purified by distillation at reduced pressure ... Starting materials: CO, COC(=O)CCc1ccc(C(=O)OC)cc1, [Na+], [OH-]. Product: COC(=O)c1ccc(CCC(=O)O)cc1. Reaction SMILES: [CH3:19][OH:20].[CH3:1][O:2][C:3]([CH2:4][CH2:5][c:6]1[cH:7][cH:8][c:9]([C:10](=[O:11])[O:12][CH3:13])[cH:14][cH:15]1)=[O:16].[Na+:18].[OH-:17]>>[O:2]=[C:3]([CH2:4][CH2:5][c:6]1[cH:7][cH:8][c:9]([C:10](=[O:11])[O:12][CH3:13])[cH:14][cH:15]1)[OH:16]. Starting materials: CCCCC(CC)CC1CCCC(CC(CC)CCCC)C1O, [H][H], [Ni]. Product: CCCCC(CC)CC1CCCC(CC(CC)CCCC)C1. As a reaction SMILES: [CH2:1]([CH3:2])[CH:3]([CH2:4][CH:5]1[CH:6]([OH:19])[CH:7]([CH2:11][CH:12]([CH2:13][CH2:14][CH2:15][CH3:16])[CH2:17][CH3:18])[CH2:8][CH2:9][CH2:10]1)[CH2:20][CH2:21][CH2:22][CH3:23].[H:24][H:25].[Ni:26]>>[CH2:1]([CH3:2])[CH:3]([CH2:4][CH:5]1[CH2:6][CH:7]([CH2:11][CH:12]([CH2:13][CH2:14][CH2:15][CH3:16])[CH2:17][CH3:18])[CH2:8][CH2:9][CH2:10]1)[CH2:20][CH2:21][CH2:22][CH3:23]. The reactants are C(C)OC(=O)C1=C(SC(=C1)C1CCCCC1)N (2-Amino-5-(cyclohexyl)-thiophene-3-carboxylic acid ethyl ester), N(=O)OC(C)(C)C (t-butyl nitrite), [Cl-].[NH4+] (ammonium chloride). The reagents and catalysts are [Cu](Cl)Cl (copper (II) chloride). The solvent is IMS. Run at time 30 minute. Product: C(C)OC(=O)C1=CSC(=C1)C1CCCCC1 (5-(Cyclohexyl)-thiophene-3-carboxylic acid ethyl ester). Isolated yield 76.7%. Reaction SMILES: [CH2:1]([O:3][C:4]([C:6]1[CH:10]=[C:9]([CH:11]2[CH2:16][CH2:15][CH2:14][CH2:13][CH2:12]2)[S:8][C:7]=1N)=[O:5])[CH3:2].N(OC(C)(C)C)=O.[Cl-].[NH4+]>[Cu](Cl)Cl>[CH2:1]([O:3][C:4]([C:6]1[CH:10]=[C:9]([CH:11]2[CH2:16][CH2:15][CH2:14][CH2:13][CH2:12]2)[S:8][CH:7]=1)=[O:5])[CH3:2] |f:2.3|. Procedure details: 2-Amino-5-(cyclohexyl)-thiophene-3-carboxylic acid ethyl ester (1.79 g, 7 mmol) was added to a mixture of t-butyl nitrite (10.5 mmol) and copper (II) chloride (7 mmol) in IMS (100 mL). The reaction mixture was stirred for 30 minutes then saturated aqueous ammonium chloride (7 mL) was added and the resulting solution stirred overnight. The solvent was then evaporated under vacuum and the residue partitioned between ethyl acetate and water. The organic solution was separated and dried with magnesi...